Dataset: the Open Reaction Database (ORD), a public repository of structured organic reaction records. Task: describe an organic reaction: reactants, conditions, products, and yield Starting materials: CC1(C23CC4CC(CC(C4)C2)C3)OC(=O)C(CBr)O1, CN(C)C=O, CC(C)OC(C)C. The product is C=C1OC(C)(C23CC4CC(CC(C4)C2)C3)OC1=O. RXN SMILES: [Br:1][CH2:2][CH:3]1[C:4](=[O:19])[O:5][C:6]([CH3:8])([C:9]23[CH2:10][CH:11]4[CH2:12][CH:13]([CH2:14][CH:15]([CH2:16]2)[CH2:17]4)[CH2:18]3)[O:7]1.[CH3:20][N:21]([CH3:22])[CH:23]=[O:24].[CH:25]([O:26][CH:27]([CH3:28])[CH3:29])([CH3:30])[CH3:31]>>[CH2:2]=[C:3]1[C:4](=[O:19])[O:5][C:6]([CH3:8])([C:9]23[CH2:10][CH:11]4[CH2:12][CH:13]([CH2:14][CH:15]([CH2:16]2)[CH2:17]4)[CH2:18]3)[O:7]1. The reactants are [N+](=[N-])=C(C(=O)OCC1=CC=C(C=C1)[N+](=O)[O-])C([C@H](C)[C@H]1NC([C@@H]1[C@@H](C)O)=O)=O (4-nitrobenzyl (4R)-2-diazo-4-[(2R, 3S)-3-{(1R)-1-hydroxyethyl}-4-oxoazetidin-2-yl]-3-oxopentanoate). The reagents and catalysts are C(C)(=O)[O-].[Rh+2].C(C)(=O)[O-] (rhodium(II) acetate). Solvent: ClCCCl (1,2-dichloroethane). Yields the product O[C@H](C)[C@@H]1[C@@H]2[C@H](C(C(N2C1=O)C(=O)OCC1=CC=C(C=C1)[N+](=O)[O-])=O)C (4-nitrobenzyl (4R, 5S, 6S)-6-[(1R)-1-hydroxyethyl]-4-methyl-3, 7-dioxo-1-azabicyclo[3.2.0]heptane-2-carboxylate). RXN SMILES: [N+](=[C:3]([C:17](=[O:28])[C@@H:18]([C@@H:20]1[C@@H:23]([C@H:24]([OH:26])[CH3:25])[C:22](=[O:27])[NH:21]1)[CH3:19])[C:4]([O:6][CH2:7][C:8]1[CH:13]=[CH:12][C:11]([N+:14]([O-:16])=[O:15])=[CH:10][CH:9]=1)=[O:5])=[N-]>ClCCCl.C([O-])(=O)C.[Rh+2].C([O-])(=O)C>[OH:26][C@@H:24]([C@H:23]1[C:22](=[O:27])[N:21]2[C@H:20]1[C@@H:18]([CH3:19])[C:17](=[O:28])[CH:3]2[C:4]([O:6][CH2:7][C:8]1[CH:13]=[CH:12][C:11]([N+:14]([O-:16])=[O:15])=[CH:10][CH:9]=1)=[O:5])[CH3:25] |f:2.3.4|. Reported procedure: To a solution of 4-nitrobenzyl (4R)-2-diazo-4-[(2R, 3S)-3-{(1R)-1-hydroxyethyl}-4-oxoazetidin-2-yl]-3-oxopentanoate (0.60 g) in 1,2-dichloroethane (15 ml) was added rhodium(II) acetate (2 mg) under reflux. The mixture was refluxed for 30 minutes under nitrogen atmosphere and concentrated under reduced pressure to give 4-nitrobenzyl (4R, 5S, 6S)-6-[(1R)-1-hydroxyethyl]-4-methyl-3, 7-dioxo-1-azabicyclo[3.2.0]heptane-2-carboxylate. The compound obtained above was dissolved in acetonitrile (15 ml) a...